From a dataset of the Open Reaction Database (ORD), a public repository of structured organic reaction records. describe an organic reaction: reactants, conditions, products, and yield As a reaction SMILES: [Cl-].[Li+].[CH2:3]([O:10][C:11]([NH:13][CH2:14][CH2:15][CH2:16][C@@H:17]([NH:23][C:24]([NH:26][C:27]([CH3:30])([CH3:29])[CH3:28])=[S:25])[C:18](OCC)=[O:19])=[O:12])[C:4]1[CH:9]=[CH:8][CH:7]=[CH:6][CH:5]=1.[BH4-].[Na+]>C(O)C.O1CCCC1>[C:27]([NH:26][C:24](=[S:25])[NH:23][C@@H:17]([CH2:18][OH:19])[CH2:16][CH2:15][CH2:14][NH:13][C:11](=[O:12])[O:10][CH2:3][C:4]1[CH:5]=[CH:6][CH:7]=[CH:8][CH:9]=1)([CH3:30])([CH3:28])[CH3:29] |f:0.1,3.4|. Procedure details: 2.24 g of lithium chloride are added with stirring to a solution of 16 g of ethyl (2R)-5-{[(benzyloxy)carbonyl]amino}-2-(3-tert-butyl-thioureido)pentanoate in 200 cm3 of ethanol and 100 cm3 of tetrahydrofuran. After stirring for 15 minutes at a temperature in the region of 0° C., 2.24 g of sodium borohydride are added. After stirring for 20 hours at a temperature in the region of 20° C., a further 0.5 g of sodium borohydride is added. The reaction medium is filtered and the filtrates are concent... Reaction conditions: temperature 20 celsius, time 20 hour. Product: C(C)(C)(C)NC(N[C@H](CCCNC(OCC1=CC=CC=C1)=O)CO)=S (benzyl N-[(4R)-4-(3-tert-butylthioureido)-5-hydroxypentyl]carbamate). The solvent is C(C)O (ethanol), O1CCCC1 (tetrahydrofuran). The yield is 66.9%. The reactants are C(C1=CC=CC=C1)OC(=O)NCCC[C@H](C(=O)OCC)NC(=S)NC(C)(C)C (ethyl (2R)-5-{[(benzyloxy)carbonyl]amino}-2-(3-tert-butyl-thioureido)pentanoate), [Cl-].[Li+] (lithium chloride), [BH4-].[Na+] (sodium borohydride), [BH4-].[Na+] (sodium borohydride). Starting materials: C(C1=CC=CC=C1)O (benzyl alcohol), Br.C1(=CC=CC=C1)[PH+](C1=CC=CC=C1)C1=CC=CC=C1 (triphenyl-phosphonium hydrobromide). Run in C(C)#N (acetonitrile). Yields the product [Br-].C(C1=CC=CC=C1)OC1=C(C[P+](C2=CC=CC=C2)(C2=CC=CC=C2)C2=CC=CC=C2)C=CC=C1 (2-(Benzyloxy)benzyltriphenylphosphonium bromide). As a reaction SMILES: [CH2:1]([OH:8])[C:2]1[CH:7]=[CH:6][CH:5]=[CH:4][CH:3]=1.[BrH:9].[C:10]1([PH+:16]([C:23]2[CH:28]=[CH:27][CH:26]=[CH:25][CH:24]=2)[C:17]2[CH:22]=[CH:21][CH:20]=[CH:19][CH:18]=2)[CH:15]=[CH:14][CH:13]=[CH:12][CH:11]=1>C(#N)C>[Br-:9].[CH2:1]([O:8][C:3]1[CH:4]=[CH:5][CH:6]=[CH:7][C:2]=1[CH2:1][P+:16]([C:10]1[CH:11]=[CH:12][CH:13]=[CH:14][CH:15]=1)([C:17]1[CH:22]=[CH:21][CH:20]=[CH:19][CH:18]=1)[C:23]1[CH:24]=[CH:25][CH:26]=[CH:27][CH:28]=1)[C:2]1[CH:7]=[CH:6][CH:5]=[CH:4][CH:3]=1 |f:1.2,4.5|. Procedure: 15.15 g (70.7 mmol) of the benzyl alcohol IIIa and 21.86 g (63.7 mmol) of triphenyl-phosphonium hydrobromide in 240 ml of acetonitrile are heated at reflux for 5 hours. The solvent is evaporated under reduced pressure, and diethyl ether is then added. The solid is filtered and dried under reduced pressure. Product: O=C1Nc2cccc(-c3ccc(C(=O)O)cc3)c2C1=Cc1ccc[nH]1. Reactants: O=C([O-])[O-], O=C(O)c1ccc(B(O)O)cc1, COCCOC, O=C1Nc2cccc(I)c2C1=Cc1ccc[nH]1, [Na+], [Na+]. As a reaction SMILES: [C:18](=[O:19])([O-:20])[O-:21].[C:24](=[O:25])([OH:26])[c:27]1[cH:28][cH:29][c:30]([B:33]([OH:34])[OH:35])[cH:31][cH:32]1.[CH3:36][O:37][CH2:38][CH2:39][O:40][CH3:41].[I:1][c:2]1[c:3]2[c:7]([cH:8][cH:9][cH:10]1)[NH:6][C:5](=[O:11])[C:4]2=[CH:12][c:13]1[nH:14][cH:15][cH:16][cH:17]1.[Na+:22].[Na+:23]>>[c:2]1(-[c:30]2[cH:29][cH:28][c:27]([C:24](=[O:25])[OH:26])[cH:32][cH:31]2)[c:3]2[c:7]([cH:8][cH:9][cH:10]1)[NH:6][C:5](=[O:11])[C:4]2=[CH:12][c:13]1[nH:14][cH:15][cH:16][cH:17]1. Reactants: COc1ccccc1Br, C1CCOC1, [Cl-], O=C1Nc2ccc(OC(F)(F)F)cc2C1=O, [Mg], [NH4+]. The product is [Br-], COc1ccccc1[Mg+]. RXN SMILES: [Br:2][c:3]1[c:4]([O:9][CH3:10])[cH:5][cH:6][cH:7][cH:8]1.[CH2:29]1[O:30][CH2:31][CH2:32][CH2:33]1.[Cl-:27].[F:11][C:12]([F:13])([F:14])[O:15][c:16]1[cH:17][c:18]2[c:19]([cH:20][cH:21]1)[NH:22][C:23](=[O:24])[C:25]2=[O:26].[Mg:1].[NH4+:28]>>[Br-:2].[Mg+:1][c:3]1[c:4]([O:9][CH3:10])[cH:5][cH:6][cH:7][cH:8]1. Reactants: COC(C1=C(C=C(C=C1)NC1=NC=C(C=N1)C1=CC=C(C=C1)OC)OCCN(CC)CC)=O (2-(2-diethylamino-ethoxy)-4-[5-(4-methoxy-phenyl)-pyrimidin-2-ylamino]-benzoic acid methyl ester), C(C)N(CCOC=1C=C(C=CC1)N)CC (3-(2-Diethylamino-ethoxy)-phenyl-amine). The reagents and catalysts are [Pd] (Pd). Solvent: CO (MeOH). Conditions: time 2 hour. Yields the product COC(C1=C(C=C(C=C1)N)OCCN(CC)CC)=O (4-Amino-2-(2-diethylamino-ethoxy)-benzoic acid methyl ester). RXN SMILES: C(N(CC)CCOC1C=C(N)C=CC=1)C.[CH3:16][O:17][C:18](=[O:48])[C:19]1[CH:24]=[CH:23][C:22]([NH:25]C2N=CC(C3C=CC(OC)=CC=3)=CN=2)=[CH:21][C:20]=1[O:40][CH2:41][CH2:42][N:43]([CH2:46][CH3:47])[CH2:44][CH3:45]>CO.[Pd]>[CH3:16][O:17][C:18](=[O:48])[C:19]1[CH:24]=[CH:23][C:22]([NH2:25])=[CH:21][C:20]=1[O:40][CH2:41][CH2:42][N:43]([CH2:46][CH3:47])[CH2:44][CH3:45]. Procedure: 3-(2-Diethylamino-ethoxy)-phenyl-amine can be prepared by the following procedure. In a Parr pressure bottle, a solution of diethyl-[2-(3-nitro-phenoxy)-ethyl]-amine (2.72 mmol) (from Example 1i) in MeOH (10 mL) is added Pd (5% on carbon, 50% wet, 10% weight). The suspension is shaken at 40 psi of H2 for 2 h. The reaction is filtered through celite. The solvent is removed under reduced pressure to afford the title compound in quantitative yield. MS (m/z) (M+1)+ 267.1.